From a dataset of the Open Reaction Database (ORD), a public repository of structured organic reaction records. describe an organic reaction: reactants, conditions, products, and yield Starting materials: C(=O)O (formic acid), C(C)(=O)OC(C)=O (acetic anhydride), NC1=NN(C=C1C(=O)OCC)C1=CC=CC=C1 (ethyl 3-amino-1-phenyl-1H-pyrazole-4-carboxylate). The solvent is O1CCCC1 (tetrahydrofuran), O1CCCC1 (Tetrahydrofuran). Reaction conditions: temperature 55 celsius, time 2 hour. Yields the product C(=O)NC1=NN(C=C1C(=O)OCC)C1=CC=CC=C1 (ethyl 3-(formylamino)-1-phenyl-1H-pyrazole-4-carboxylate), crystals. Isolated yield 93.0%. As a reaction SMILES: [CH:1](O)=[O:2].C(OC(=O)C)(=O)C.[NH2:11][C:12]1[C:16]([C:17]([O:19][CH2:20][CH3:21])=[O:18])=[CH:15][N:14]([C:22]2[CH:27]=[CH:26][CH:25]=[CH:24][CH:23]=2)[N:13]=1>O1CCCC1>[CH:1]([NH:11][C:12]1[C:16]([C:17]([O:19][CH2:20][CH3:21])=[O:18])=[CH:15][N:14]([C:22]2[CH:27]=[CH:26][CH:25]=[CH:24][CH:23]=2)[N:13]=1)=[O:2]. Procedure details: Under ice-cooling, 98% formic acid (12.75 g) was added to acetic anhydride (22.97 g) using an dropping funnel, the obtained mixture was stirred at 50-60° C. for 2 hrs, and cooled to room temperature. Tetrahydrofuran (25 mL) was added to the obtained mixture and a solution of ethyl 3-amino-1-phenyl-1H-pyrazole-4-carboxylate (20.00 g) in tetrahydrofuran (20 mL) was added. The obtained mixture was stirred at room temperature for 3 hrs and concentrated. The residue was recrystallized from ethyl acet... The reactants are CC(C)(C)OC(=O)NC1CCCNC1, CS(C)=O, [Na+], [Na+], O=C([O-])[O-], O, CC(C)=CCn1c(Cl)nc2c1c(=O)n(CC(=O)c1ccccc1O)c(=O)n2C. Yields the product CC(C)=CCn1c(N2CCCC(NC(=O)OC(C)(C)C)C2)nc2c1c(=O)n(CC(=O)c1ccccc1O)c(=O)n2C. As a reaction SMILES: [C:1]([CH3:2])([CH3:3])([CH3:4])[O:5][C:6](=[O:7])[NH:8][CH:9]1[CH2:10][NH:11][CH2:12][CH2:13][CH2:14]1.[CH3:50][S:51]([CH3:52])=[O:53].[Na+:43].[Na+:44].[O-:45][C:46](=[O:47])[O-:48].[OH2:49].[OH:15][c:16]1[c:17]([C:22]([CH2:23][n:24]2[c:25](=[O:26])[n:27]([CH3:41])[c:28]3[n:29][c:30]([Cl:40])[n:31]([CH2:35][CH:36]=[C:37]([CH3:38])[CH3:39])[c:32]3[c:33]2=[O:34])=[O:42])[cH:18][cH:19][cH:20][cH:21]1>>[C:1]([CH3:2])([CH3:3])([CH3:4])[O:5][C:6](=[O:7])[NH:8][CH:9]1[CH2:10][N:11]([c:30]2[n:29][c:28]3[n:27]([CH3:41])[c:25](=[O:26])[n:24]([CH2:23][C:22]([c:17]4[c:16]([OH:15])[cH:21][cH:20][cH:19][cH:18]4)=[O:42])[c:33](=[O:34])[c:32]3[n:31]2[CH2:35][CH:36]=[C:37]([CH3:38])[CH3:39])[CH2:12][CH2:13][CH2:14]1. Reactants: Fc1ccc(C2CCCN2)cc1Cl, O=S(=O)(Cl)c1ccc(F)cc1. Yields the product O=S(=O)(c1ccc(F)cc1)N1CCCC1c1ccc(F)c(Cl)c1. RXN SMILES: [Cl:1][c:2]1[cH:3][c:4]([CH:9]2[NH:10][CH2:11][CH2:12][CH2:13]2)[cH:5][cH:6][c:7]1[F:8].[F:14][c:15]1[cH:16][cH:17][c:18]([S:21](=[O:22])(=[O:23])[Cl:24])[cH:19][cH:20]1>>[Cl:1][c:2]1[cH:3][c:4]([CH:9]2[N:10]([S:21]([c:18]3[cH:17][cH:16][c:15]([F:14])[cH:20][cH:19]3)(=[O:22])=[O:23])[CH2:11][CH2:12][CH2:13]2)[cH:5][cH:6][c:7]1[F:8]. Starting materials: [OH-].[Na+] (NaOH), Cl.NCCS (2-aminoethanethiol hydrochloride), FC(C(=O)O)(F)F.N[C@@H]1C(OC1)=O ((S)-3-amino-2-oxetanone trifluoroacetic acid salt). Solvent: O (H2O), O (H2O). Yields the product Cl.NCCSC[C@H](N)C(=O)O (S-(aminoethyl)-L-cysteine hydrochloride). As a reaction SMILES: [ClH:1].[NH2:2][CH2:3][CH2:4][SH:5].FC(F)(F)C(O)=O.[NH2:13][C@H:14]1[CH2:17][O:16][C:15]1=[O:18].[OH-].[Na+]>O>[ClH:1].[NH2:2][CH2:3][CH2:4][S:5][CH2:17][C@@H:14]([C:15]([OH:18])=[O:16])[NH2:13] |f:0.1,2.3,4.5,7.8|. Reported procedure: To 2-aminoethanethiol hydrochloride (201 mg, 1.77 mmol) in degassed H2O (3.0 mL) was added (S)-3-amino-2-oxetanone trifluoroacetic acid salt (produced from BOC-L-serine β-lactone (151 mg, 0.807 mmol)) in H2O (1.0 mL). The pH of the stirred solution was maintained at 5.0-5.5 by dropwise addition of 1N NaOH. When additions of base were no longer required to maintain the pH at 5.5 (~35 min), the mixture was applied to a column of BioRad AG50-X8 (trademark) (80 mL, 3 cm dia., H+ form) and eluted wit... Conditions: time 18 hour. Product: FC(C(=O)N1CC2=CC(=CC=C2CC1)C(F)(F)F)(F)F (2-trifluoroacetyl-7-trifluoromethyl-1,2,3,4-tetrahydroisoquinoline). Reaction SMILES: S(=O)(=O)(O)O.[F:6][C:7]([F:24])([F:23])[C:8]([NH:10][CH2:11][CH2:12][C:13]1[CH:18]=[CH:17][C:16]([C:19]([F:22])([F:21])[F:20])=[CH:15][CH:14]=1)=[O:9].[CH2:25]=O>C(O)(=O)C>[F:6][C:7]([F:23])([F:24])[C:8]([N:10]1[CH2:11][CH2:12][C:13]2[C:18](=[CH:17][C:16]([C:19]([F:22])([F:21])[F:20])=[CH:15][CH:14]=2)[CH2:25]1)=[O:9]. Reactants: ice water, S(O)(O)(=O)=O (sulfuric acid), FC(C(=O)NCCC1=CC=C(C=C1)C(F)(F)F)(F)F (N-trifluoroacetyl-2-(4-trifluoromethylphenyl)ethylamine), C=O (formalin). The solvent is C(C)(=O)O (acetic acid). Procedure details: 10.0 ml of concentrated sulfuric acid were slowly added dropwise to a solution of 1.77 g (6.2 mmol) of N-trifluoroacetyl-2-(4-trifluoromethylphenyl)ethylamine [prepared from 2-(4-trifluoromethylphenyl)ethylamine and trifluoroacetic anhydride at −5° C.] in 7.5 ml of glacial acetic acid, and, while cooling in ice, 2 ml of formalin solution were added dropwise. After 18 hours at room temperature, the reaction mixture was poured into 130 ml of ice-water and extracted with dichloromethane, and the co... Reactants: N1CCC(CC1)C=1C=C2CC(NC2=CC1)=O (5-(piperidin-4-yl)indolin-2-one), O1CCC(CC1)=O (dihydro-2H-pyran-4 (3H)-one), C(C)(=O)O (acetic acid), NaBH3(CN). Solvent: C1CCOC1 (THF), CO (MeOH). Run at time 4 day. Product: O1CCC(CC1)N1CCC(CC1)C=1C=C2CC(NC2=CC1)=O (5-(1-(tetrahydro-2H-pyran-4-yl)piperidin-4-yl)indolin-2-one). The yield is 94.5%. Reaction SMILES: [NH:1]1[CH2:6][CH2:5][CH:4]([C:7]2[CH:8]=[C:9]3[C:13](=[CH:14][CH:15]=2)[NH:12][C:11](=[O:16])[CH2:10]3)[CH2:3][CH2:2]1.[O:17]1[CH2:22][CH2:21][C:20](=O)[CH2:19][CH2:18]1.C(O)(=O)C>C1COCC1.CO>[O:17]1[CH2:22][CH2:21][CH:20]([N:1]2[CH2:2][CH2:3][CH:4]([C:7]3[CH:8]=[C:9]4[C:13](=[CH:14][CH:15]=3)[NH:12][C:11](=[O:16])[CH2:10]4)[CH2:5][CH2:6]2)[CH2:19][CH2:18]1. Procedure: To a solution of 5-(piperidin-4-yl)indolin-2-one (64.6 mg, 0.299 mmol) in THF (1.5 ml) and MeOH (3 ml) were added dihydro-2H-pyran-4 (3H)-one (0.132 ml, 1.34 mmol), acetic acid (0.170 ml, 29.5 mmol) and NaBH3(CN) (61.6 mg, 0.931 mmol). After stirring at room temperature for 4 days, the reaction mixture was concentrated. The residue was diluted with sat. NaHCO3 aq. and extracted with CHCl3. The organic layer was dried over Na2SO4 and concentrated. The residue was purified by column chromatography... Reaction SMILES: [Cl:1][C:2]1[C:3]([C:15]2[C:20]([CH3:21])=[CH:19][C:18]([CH3:22])=[CH:17][N:16]=2)=[N:4][C:5]([N:8]2[CH2:13][CH2:12][CH:11]([NH2:14])[CH2:10][CH2:9]2)=[CH:6][CH:7]=1.[OH:23][CH2:24][C:25](O)=[O:26].CN1CCOCC1.C1C=CC2N(O)N=NC=2C=1.CCN=C=NCCCN(C)C>CN(C=O)C.O>[Cl:1][C:2]1[C:3]([C:15]2[C:20]([CH3:21])=[CH:19][C:18]([CH3:22])=[CH:17][N:16]=2)=[N:4][C:5]([N:8]2[CH2:13][CH2:12][CH:11]([NH:14][C:24](=[O:23])[CH2:25][OH:26])[CH2:10][CH2:9]2)=[CH:6][CH:7]=1. Solvent: O (Water), CN(C)C=O (DMF). Run at time 3.5 hour. The product is ClC=1C(=NC(=CC1)N1CCC(CC1)NC(CO)=O)C1=NC=C(C=C1C)C (N-[1-(3-chloro-3′,5′-dimethyl-2,2′-bipyridin-6-yl)piperidin-4-yl]-2-hydroxyacetamide). The yield is 47.2%. Reported procedure: To a mixture of 1-(3-chloro-3′,5′-dimethyl-2,2′-bipyridin-6-yl)piperidin-4-amine (hydrochloride salt) (60 mg, 0.13 mmol) and 2-hydroxyacetic acid (14.8 mg, 0.20 mmol) in DMF (1.3 mL) were added (in this order) NMM (105 mg, 1.0 mmol), HOBT (26.3 mg, 0.20 mmol), and EDCI (38.5 mg, 0.20 mmol). The resulting solution was stirred at rt for 3.5 h. Water was added, and the mixture was stirred at rt overnight. Filtered off the solid that had crashed out, washed with water, and dried to get 23 mg (47%) o... The reactants are ClC=1C(=NC(=CC1)N1CCC(CC1)N)C1=NC=C(C=C1C)C (1-(3-chloro-3′,5′-dimethyl-2,2′-bipyridin-6-yl)piperidin-4-amine), OCC(=O)O (2-hydroxyacetic acid), CN1CCOCC1 (NMM), C=1C=CC2=C(C1)N=NN2O (HOBT), CCN=C=NCCCN(C)C (EDCI).